Dataset: the Open Reaction Database (ORD), a public repository of structured organic reaction records. Task: describe an organic reaction: reactants, conditions, products, and yield Reactants: COC=1C=C(OC=2C=C(CO)C=CC2)C=CC1 (3-(3-methoxyphenoxy)benzyl alcohol), S(=O)(Cl)Cl (thionyl chloride). Reagents/catalysts: CN(C=O)C (dimethylformamide). Solvent: ClCCl (dichloromethane). Reaction conditions: time 8 hour. The product is COC=1C=C(OC=2C=C(CCl)C=CC2)C=CC1 (3-(3-methoxyphenoxy)benzyl chloride). Isolated yield 97.4%. Reaction SMILES: [CH3:1][O:2][C:3]1[CH:4]=[C:5]([CH:15]=[CH:16][CH:17]=1)[O:6][C:7]1[CH:8]=[C:9]([CH:12]=[CH:13][CH:14]=1)[CH2:10]O.S(Cl)([Cl:20])=O>ClCCl.CN(C)C=O>[CH3:1][O:2][C:3]1[CH:4]=[C:5]([CH:15]=[CH:16][CH:17]=1)[O:6][C:7]1[CH:8]=[C:9]([CH:12]=[CH:13][CH:14]=1)[CH2:10][Cl:20]. Procedure details: The alcohol (5.31 g, 23 mmol) was dissolved in dichloromethane (40 ml) and treated with thionyl chloride (2.6 ml, 35 mmol) and dimethylformamide (catalytic 5 drops). The mixture was stirred overnight. The reaction mixture was evaporated in vacuo and azeotroped with toluene (2×10 ml) to give 3-(3-methoxyphenoxy)benzyl chloride as a light brown oil (5.57 g, 97%). The chloride (5.30 g, 21.3 mmol) was dissolved in dimethyl sulphoxide (20 ml), potassium cyanide (1.45 g, 22.4 mmol) was added and the m... Starting materials: CC(C)(C)OC(=O)N1CCN(C(=O)c2ccc(CN(Cc3ncc[nH]3)Cc3ncc[nH]3)cc2)CC1, CO, Cl, C1COCCO1. Yields the product O=C(c1ccc(CN(Cc2ncc[nH]2)Cc2ncc[nH]2)cc1)N1CCNCC1. Reaction SMILES: [C:1]([O:2][C:3](=[O:4])[N:8]1[CH2:9][CH2:10][N:11]([C:14]([c:15]2[cH:16][cH:17][c:18]([CH2:21][N:22]([CH2:23][c:24]3[nH:25][cH:26][cH:27][n:28]3)[CH2:29][c:30]3[nH:31][cH:32][cH:33][n:34]3)[cH:19][cH:20]2)=[O:35])[CH2:12][CH2:13]1)([CH3:5])([CH3:6])[CH3:7].[CH3:43][OH:44].[ClH:42].[O:36]1[CH2:37][CH2:38][O:39][CH2:40][CH2:41]1>>[NH:8]1[CH2:9][CH2:10][N:11]([C:14]([c:15]2[cH:16][cH:17][c:18]([CH2:21][N:22]([CH2:23][c:24]3[nH:25][cH:26][cH:27][n:28]3)[CH2:29][c:30]3[n:31][cH:32][cH:33][nH:34]3)[cH:19][cH:20]2)=[O:35])[CH2:12][CH2:13]1. The reactants are OCc1ccc(OC(F)F)c(OCC2CC2)c1, ClC(Cl)Cl, O=S(Cl)Cl, c1ccncc1. Yields the product FC(F)Oc1ccc(CCl)cc1OCC1CC1. Reaction SMILES: [CH:1]1([CH2:4][O:5][c:6]2[cH:7][c:8]([CH2:9][OH:10])[cH:11][cH:12][c:13]2[O:14][CH:15]([F:16])[F:17])[CH2:2][CH2:3]1.[CH:28]([Cl:29])([Cl:30])[Cl:31].[S:24]([Cl:25])([Cl:26])=[O:27].[cH:18]1[cH:19][cH:20][n:21][cH:22][cH:23]1>>[CH:1]1([CH2:4][O:5][c:6]2[cH:7][c:8]([CH2:9][Cl:26])[cH:11][cH:12][c:13]2[O:14][CH:15]([F:16])[F:17])[CH2:2][CH2:3]1. The reactants are [Al+3], O=C(NCCc1ccccc1)c1ccc(Br)cc1, CC(=O)Cl, [Cl-], [Cl-], [Cl-], ClCCl. The product is CC(=O)c1ccc(CCNC(=O)c2ccc(Br)cc2)cc1. Reaction SMILES: [Al+3:24].[Br:1][c:2]1[cH:3][cH:4][c:5]([C:6](=[O:7])[NH:8][CH2:9][CH2:10][c:11]2[cH:12][cH:13][cH:14][cH:15][cH:16]2)[cH:17][cH:18]1.[CH3:19][C:20]([Cl:21])=[O:22].[Cl-:23].[Cl-:25].[Cl-:26].[Cl:27][CH2:28][Cl:29]>>[Br:1][c:2]1[cH:3][cH:4][c:5]([C:6](=[O:7])[NH:8][CH2:9][CH2:10][c:11]2[cH:12][cH:13][c:14]([C:20]([CH3:19])=[O:22])[cH:15][cH:16]2)[cH:17][cH:18]1. Reactants: C(C)(C)(C)C1=NC=C(C(=N1)OCC)C=1N(C(C(N1)(C)C1=CC=C(C=C1)Cl)(C)C1=CC=C(C=C1)Cl)C(=O)Cl (rac-(4S*,5R*)-2-(2-tert-butyl-4-ethoxy-pyrimidin-5-yl)-4,5-bis-(4-chloro-phenyl)-4,5-dimethyl-4,5-dihydro-imidazole-1-carbonyl chloride), OCCOCCN1CCNCC1 (1-[2-(2-hydroxyethoxy)-ethyl]-piperazine). The product is C(C)(C)(C)C1=NC=C(C(=N1)OCC)C=1N([C@]([C@](N1)(C)C1=CC=C(C=C1)Cl)(C)C1=CC=C(C=C1)Cl)C(=O)N1CCN(CC1)CCOCCO ([(4S,5R)-2-(2-tert-Butyl-4-ethoxy-pyrimidin-5-yl)-4,5-bis-(4-chloro-phenyl)-4,5-dimethyl-4,5-dihydro-imidazol-1-yl]-{4-[2-(2-hydroxy-ethoxy)-ethyl]-piperazin-1-yl}-methanone). Reaction SMILES: [C:1]([C:5]1[N:10]=[C:9]([O:11][CH2:12][CH3:13])[C:8]([C:14]2[N:15]([C:35](Cl)=[O:36])[C:16]([C:28]3[CH:33]=[CH:32][C:31]([Cl:34])=[CH:30][CH:29]=3)([CH3:27])[C:17]([C:20]3[CH:25]=[CH:24][C:23]([Cl:26])=[CH:22][CH:21]=3)([CH3:19])[N:18]=2)=[CH:7][N:6]=1)([CH3:4])([CH3:3])[CH3:2].[OH:38][CH2:39][CH2:40][O:41][CH2:42][CH2:43][N:44]1[CH2:49][CH2:48][NH:47][CH2:46][CH2:45]1>>[C:1]([C:5]1[N:10]=[C:9]([O:11][CH2:12][CH3:13])[C:8]([C:14]2[N:15]([C:35]([N:47]3[CH2:46][CH2:45][N:44]([CH2:43][CH2:42][O:41][CH2:40][CH2:39][OH:38])[CH2:49][CH2:48]3)=[O:36])[C@@:16]([C:28]3[CH:29]=[CH:30][C:31]([Cl:34])=[CH:32][CH:33]=3)([CH3:27])[C@@:17]([C:20]3[CH:25]=[CH:24][C:23]([Cl:26])=[CH:22][CH:21]=3)([CH3:19])[N:18]=2)=[CH:7][N:6]=1)([CH3:2])([CH3:4])[CH3:3]. Reported procedure: In a manner analogous to the method described in example 3, rac-(4S*,5R*)-2-(2-tert-butyl-4-ethoxy-pyrimidin-5-yl)-4,5-bis-(4-chloro-phenyl)-4,5-dimethyl-4,5-dihydro-imidazole-1-carbonyl chloride was reacted with 1-[2-(2-hydroxyethoxy)-ethyl]-piperazine (Aldrich) to give the title compound as a racemic mixture. The enantiomers were then separated by supercritical fluid chromatography (Berger Instrument Multi-Gram II, Daicel ChiralPak OD-H 3×25 cm, 35° C. at 100 bar, eluting with 30% methanol in ...